The task is: describe an organic reaction: reactants, conditions, products, and yield. This data is from the Open Reaction Database (ORD), a public repository of structured organic reaction records. Reactants: Cc1cccc(C)c1N, [Na+], [OH-], O, Cc1cccc(C)c1NCC(C)O, O=S(Cl)Cl, c1ccccc1. Yields the product Cc1cccc(C)c1NCC(C)Cl. RXN SMILES: [CH3:18][c:19]1[c:20]([NH2:21])[c:22]([CH3:23])[cH:24][cH:25][cH:26]1.[Na+:28].[OH-:27].[OH2:35].[OH:5][CH:6]([CH2:7][NH:8][c:9]1[c:10]([CH3:16])[cH:11][cH:12][cH:13][c:14]1[CH3:15])[CH3:17].[S:1]([Cl:2])([Cl:3])=[O:4].[cH:29]1[cH:30][cH:31][cH:32][cH:33][cH:34]1>>[Cl:3][CH:6]([CH2:7][NH:8][c:9]1[c:10]([CH3:16])[cH:11][cH:12][cH:13][c:14]1[CH3:15])[CH3:17]. The reactants are Cl.Cl.COC(CN(C)C1CCN(CC1)CC1=CC=CC=C1)=O (N-[1-benzyl-4-piperidinyl]-N-methyl-glycine methyl ester dihydrochloride). Reagents/catalysts: [Pd] (palladium-on-charcoal). Product: Cl.Cl.COC(CN(C1CCNCC1)C)=O (N-Methyl-N-(4-piperidinyl)-glycine methyl ester dihydrochloride). RXN SMILES: [ClH:1].Cl.[CH3:3][O:4][C:5](=[O:22])[CH2:6][N:7]([CH:9]1[CH2:14][CH2:13][N:12](CC2C=CC=CC=2)[CH2:11][CH2:10]1)[CH3:8]>[Pd]>[ClH:1].[ClH:1].[CH3:3][O:4][C:5](=[O:22])[CH2:6][N:7]([CH3:8])[CH:9]1[CH2:10][CH2:11][NH:12][CH2:13][CH2:14]1 |f:0.1.2,4.5.6|. Procedure: Prepared from N-[1-benzyl-4-piperidinyl]-N-methyl-glycine methyl ester dihydrochloride by exhaustive hydrogenation over palladium-on-charcoal (10%). Reported procedure: To a solution of 2-(3-amino-N,3-dimethylbutanamido)-N,N,N-trimethylethanaminium hydrochloride (511 mg, 2.0 mmol) in methanol (40 ml) was added tert-butylhypochlorite (0.77 g, 7.1 mmol). The mixture was stirred for 1 hour at room temperature. The reaction mixture was concentrated in vacuo, and purified by prep-HPLC to give 253 mg (39%) of 2-(3-(dichloroamino)-N,3-dimethylbutanamido)-N,N,N-trimethylethanaminium chloride. 1H NMR (D2O) δ 3.88 (t, J=5.4 Hz, 2 H), 3.53 (t, J=5.4, 2 H), 3.26 (s, 3 H), ... The reactants are Cl.NC(CC(=O)N(C)CC[N+](C)(C)C)(C)C (2-(3-amino-N,3-dimethylbutanamido)-N,N,N-trimethylethanaminium hydrochloride), C(C)(C)(C)OCl (tert-butylhypochlorite). Product: [Cl-].ClN(C(CC(=O)N(C)CC[N+](C)(C)C)(C)C)Cl (2-(3-(dichloroamino)-N,3-dimethylbutanamido)-N,N,N-trimethylethanaminium chloride). Run at time 1 hour. Run in CO (methanol). Isolated yield 39.4%. Reaction SMILES: [ClH:1].[NH2:2][C:3]([CH3:16])([CH3:15])[CH2:4][C:5]([N:7]([CH2:9][CH2:10][N+:11]([CH3:14])([CH3:13])[CH3:12])[CH3:8])=[O:6].C(O[Cl:22])(C)(C)C>CO>[Cl-:22].[Cl:1][N:2]([Cl:22])[C:3]([CH3:16])([CH3:15])[CH2:4][C:5]([N:7]([CH2:9][CH2:10][N+:11]([CH3:12])([CH3:14])[CH3:13])[CH3:8])=[O:6] |f:0.1,4.5|. Reactants: CC(C)(C)O, COC(=O)C(C)(C)NC(=O)Cc1ccc(-c2ccc(-c3nc(C(N)=O)c(C)nc3C)cc2)c(Cl)c1, [K+], [OH-]. The product is Cc1nc(C)c(-c2ccc(-c3ccc(CC(=O)NC(C)(C)C(=O)O)cc3Cl)cc2)nc1C(N)=O. As a reaction SMILES: [C:38]([OH:39])([CH3:40])([CH3:41])[CH3:42].[C:3]([NH2:4])(=[O:5])[c:6]1[c:7]([CH3:37])[n:8][c:9]([CH3:36])[c:10](-[c:12]2[cH:13][cH:14][c:15](-[c:18]3[c:19]([Cl:35])[cH:20][c:21]([CH2:24][C:25](=[O:26])[NH:27][C:28]([C:29](=[O:30])[O:31][CH3:32])([CH3:33])[CH3:34])[cH:22][cH:23]3)[cH:16][cH:17]2)[n:11]1.[K+:2].[OH-:1]>>[C:3]([NH2:4])(=[O:5])[c:6]1[c:7]([CH3:37])[n:8][c:9]([CH3:36])[c:10](-[c:12]2[cH:13][cH:14][c:15](-[c:18]3[c:19]([Cl:35])[cH:20][c:21]([CH2:24][C:25](=[O:26])[NH:27][C:28]([C:29](=[O:30])[OH:31])([CH3:33])[CH3:34])[cH:22][cH:23]3)[cH:16][cH:17]2)[n:11]1. Reactants: BrC1=C(C=C(C=C1)I)C(=O)C=1C=C2CCCOC2=CC1 ((2-bromo-5-iodo-phenyl)-chroman-6-yl-methanone), C(C)[SiH](CC)CC (triethylsilane). Solvent: C(C)#N.ClCCl (acetonitrile dichloromethane). Run at time 8 hour. Yields the product BrC1=C(CC=2C=C3CCCOC3=CC2)C=C(C=C1)I (6-(2-bromo-5-iodo-benzyl)-chroman). Yield: 77.5%. As a reaction SMILES: [Br:1][C:2]1[CH:7]=[CH:6][C:5]([I:8])=[CH:4][C:3]=1[C:9]([C:11]1[CH:12]=[C:13]2[C:18](=[CH:19][CH:20]=1)[O:17][CH2:16][CH2:15][CH2:14]2)=O.C([SiH](CC)CC)C>C(#N)C.ClCCl>[Br:1][C:2]1[CH:7]=[CH:6][C:5]([I:8])=[CH:4][C:3]=1[CH2:9][C:11]1[CH:12]=[C:13]2[C:18](=[CH:19][CH:20]=1)[O:17][CH2:16][CH2:15][CH2:14]2 |f:2.3|. Procedure: To a stirred solution of (2-bromo-5-iodo-phenyl)-chroman-6-yl-methanone (2.0 g, 4.51 mmol) in acetonitrile:dichloromethane (2:1 mixture, 9 mL) was added triethylsilane (2.52 mL, 15.78 mmol) and boron trifluoride diethyl etherate complex (1.11 mL, 9.02 mmol) at 0° C. After stirring overnight at room temperature, reaction was quenched by the addition of saturated aqueous sodium bicarbonate solution. Volatiles were evaporated under reduced pressure. The aqueous layer was extracted with ethyl acetat... The reactants are O=C1C=2C=CC(=CC2CCC1)OS(=O)(=O)C(F)(F)F (trifluoro-methanesulfonic acid 5-oxo-5,6,7,8-tetrahydro-naphthalen-2-yl ester), FC=1C=C(C=CC1)B(O)O (3-fluorophenyl boronic acid). The product is FC=1C=C(C=CC1)C=1C=C2CCCC(C2=CC1)=O (6-(3-fluorophenyl)-3,4-dihydronaphthalen-1(2H)-one). As a reaction SMILES: [O:1]=[C:2]1[CH2:11][CH2:10][CH2:9][C:8]2[CH:7]=[C:6](OS(C(F)(F)F)(=O)=O)[CH:5]=[CH:4][C:3]1=2.[F:20][C:21]1[CH:22]=[C:23](B(O)O)[CH:24]=[CH:25][CH:26]=1>>[F:20][C:21]1[CH:26]=[C:25]([C:6]2[CH:7]=[C:8]3[C:3](=[CH:4][CH:5]=2)[C:2](=[O:1])[CH2:11][CH2:10][CH2:9]3)[CH:24]=[CH:23][CH:22]=1. Procedure details: The title compound was prepared from trifluoro-methanesulfonic acid 5-oxo-5,6,7,8-tetrahydro-naphthalen-2-yl ester and 3-fluorophenyl boronic acid according to the coupling procedure as described in example 6. MS (ESI) m/z 241.